This data is from the Open Reaction Database (ORD), a public repository of structured organic reaction records. The task is: describe an organic reaction: reactants, conditions, products, and yield Starting materials: [BH4-], ClCCl, COc1nn(-c2ccc(N)c(C)c2)c(=O)o1, CO, O=Cc1ccc(Cl)cc1, [Na+]. The product is COc1nn(-c2ccc(NCc3ccc(Cl)cc3)c(C)c2)c(=O)o1. As a reaction SMILES: [BH4-:17].[CH2:28]([Cl:29])[Cl:30].[CH3:1][O:2][c:3]1[n:4][n:5](-[c:9]2[cH:10][c:11]([CH3:16])[c:12]([NH2:15])[cH:13][cH:14]2)[c:6](=[O:8])[o:7]1.[CH3:31][OH:32].[Cl:19][c:20]1[cH:21][cH:22][c:23]([CH:24]=[O:25])[cH:26][cH:27]1.[Na+:18]>>[CH3:1][O:2][c:3]1[n:4][n:5](-[c:9]2[cH:10][c:11]([CH3:16])[c:12]([NH:15][CH2:24][c:23]3[cH:22][cH:21][c:20]([Cl:19])[cH:27][cH:26]3)[cH:13][cH:14]2)[c:6](=[O:8])[o:7]1. The reactants are C(C)C1=C2C=CCC2=CC=C1 (4-ethylindene), OO (H2O2), S(O)(O)(=O)=O (sulfuric acid). Solvent: C(=O)O (formic acid), C(=O)O (formic acid). Reaction conditions: time 2.5 hour. Product: C(C)C1=C2CC(CC2=CC=C1)=O (4-Ethyl-2-indanone). Isolated yield 59.0%. RXN SMILES: [CH2:1]([C:3]1[CH:11]=[CH:10][CH:9]=[C:8]2[C:4]=1[CH:5]=[CH:6][CH2:7]2)[CH3:2].OO.S(=O)(=O)(O)[OH:15]>C(O)=O>[CH2:1]([C:3]1[CH:11]=[CH:10][CH:9]=[C:8]2[C:4]=1[CH2:5][C:6](=[O:15])[CH2:7]2)[CH3:2]. Procedure: 33.9 g (235 mmol) of 4-ethylindene (a2) were slowly added dropwise to a mixture of 141 ml of formic acid (98-100% strength) and 33 ml (340 mmol) of H2O2 (35% strength), while cooling with ice (highly exothermic reaction). The mixture was then stirred at room temperature for a further 2.5 hours. The yellow-orange suspension formed was freed from excess formic acid under a water pump vacuum. 900 ml of 2N sulfuric acid were added to the yellow oil which remained. A total of 3 l of water were distil... Reactants: Br, CC(=O)O, COc1cccc(C(=O)O)c1Cl. Product: O=C(O)c1cccc(O)c1Cl. As a reaction SMILES: [BrH:13].[CH3:14][C:15](=[O:16])[OH:17].[Cl:1][c:2]1[c:3]([C:4](=[O:5])[OH:6])[cH:7][cH:8][cH:9][c:10]1[O:11][CH3:12]>>[Cl:1][c:2]1[c:3]([C:4](=[O:5])[OH:6])[cH:7][cH:8][cH:9][c:10]1[OH:11]. Starting materials: BrC=1C(N(C(=CC1OCC1=C(C=C(C=C1)F)F)C)CC1=NC(=NC=C1)SC)=O (3-bromo-4-[(2,4-difluorobenzyl)oxy]-6-methyl-1-{[2-(methylthio)pyrimidin-4-yl]methyl}pyridin-2(1H)-one), O.O.O.O.O.O.C(C=1C(C(=O)[O-])=CC=CC1)(=O)O[O-].[Mg+2] (magnesium monoperoxyphthalate hexahydrate), O (water). The solvent is C(C)#N (acetonitrile). Product: BrC=1C(N(C(=CC1OCC1=C(C=C(C=C1)F)F)C)CC1=NC(=NC=C1)S(=O)(=O)C)=O (3-Bromo-4-[(2,4-difluorobenzyl)oxy]-6-methyl-1-{[2-(methylsulfonyl)pyrimidin-4-yl]methyl}pyridin-2(1H)-one). The yield is 89.9%. As a reaction SMILES: [Br:1][C:2]1[C:3](=[O:28])[N:4]([CH2:19][C:20]2[CH:25]=[CH:24][N:23]=[C:22]([S:26][CH3:27])[N:21]=2)[C:5]([CH3:18])=[CH:6][C:7]=1[O:8][CH2:9][C:10]1[CH:15]=[CH:14][C:13]([F:16])=[CH:12][C:11]=1[F:17].[OH2:29].[OH2:30].O.O.O.O.C(O[O-])(=O)C1C(=CC=CC=1)C([O-])=O.[Mg+2].O>C(#N)C>[Br:1][C:2]1[C:3](=[O:28])[N:4]([CH2:19][C:20]2[CH:25]=[CH:24][N:23]=[C:22]([S:26]([CH3:27])(=[O:30])=[O:29])[N:21]=2)[C:5]([CH3:18])=[CH:6][C:7]=1[O:8][CH2:9][C:10]1[CH:15]=[CH:14][C:13]([F:16])=[CH:12][C:11]=1[F:17] |f:1.2.3.4.5.6.7.8|. Procedure: A suspension of 3-bromo-4-[(2,4-difluorobenzyl)oxy]-6-methyl-1-{[2-(methylthio)pyrimidin-4-yl]methyl}pyridin-2(1H)-one 0.28 g, 0.0006 mol), and magnesium monoperoxyphthalate hexahydrate 90.6 g, 0.0012 mol) in acetonitrile (8.0 ml) and water (2.0 ml) was stirred at room temperature for 16 h. The resulting clear solution was concentrated under reduced pressure, and the residue was partitioned between dichloromethane (30 mL) and water (20 mL). The organic phase was washed with water, dried (Na2SO4)... Starting materials: CC(=O)[O-], CNC=O, CN(C=O)c1ccccc1, [Na+], O=P(Cl)(Cl)Cl, COC(=O)c1cccc(-c2coc3ccccc23)c1. Yields the product COC(=O)c1cccc(-c2c(C=O)oc3ccccc23)c1. RXN SMILES: [CH3:36][C:37](=[O:38])[O-:39].[CH3:40][NH:41][CH:42]=[O:43].[CH3:6][N:7]([c:8]1[cH:9][cH:10][cH:11][cH:12][cH:13]1)[CH:14]=[O:15].[Na+:35].[P:1]([Cl:2])([Cl:3])([Cl:4])=[O:5].[o:16]1[cH:17][c:18](-[c:25]2[cH:26][c:27]([C:28](=[O:29])[O:30][CH3:31])[cH:32][cH:33][cH:34]2)[c:19]2[c:20]1[cH:21][cH:22][cH:23][cH:24]2>>[CH:14](=[O:15])[c:17]1[o:16][c:20]2[c:19]([c:18]1-[c:25]1[cH:26][c:27]([C:28](=[O:29])[O:30][CH3:31])[cH:32][cH:33][cH:34]1)[cH:24][cH:23][cH:22][cH:21]2. Reactants: COCCOC, Cc1ccc(B(O)O)s1, CCOC(C)=O, O=C(N1CCc2ccc(Cl)c(OS(=O)(=O)C(F)(F)F)c2CC1)C(F)(F)F, [Cs+], [F-]. Product: Cc1ccc(-c2c(Cl)ccc3c2CCN(C(=O)C(F)(F)F)CC3)s1. RXN SMILES: [CH3:38][O:39][CH2:40][CH2:41][O:42][CH3:43].[CH3:3][c:4]1[cH:5][cH:6][c:7]([B:9]([OH:10])[OH:11])[s:8]1.[CH3:44][CH2:45][O:46][C:47]([CH3:48])=[O:49].[Cl:12][c:13]1[c:14]([O:30][S:31]([C:32]([F:33])([F:34])[F:35])(=[O:36])=[O:37])[c:15]2[c:16]([cH:28][cH:29]1)[CH2:17][CH2:18][N:19]([C:22]([C:23]([F:24])([F:25])[F:26])=[O:27])[CH2:20][CH2:21]2.[Cs+:2].[F-:1]>>[CH3:3][c:4]1[cH:5][cH:6][c:7](-[c:14]2[c:13]([Cl:12])[cH:29][cH:28][c:16]3[c:15]2[CH2:21][CH2:20][N:19]([C:22]([C:23]([F:24])([F:25])[F:26])=[O:27])[CH2:18][CH2:17]3)[s:8]1. Reactants: O=C1C2=C(CCC3=C1C=CC(=C3)C(C(=O)O)C)C=CC=C2 (2-(5-oxo-10,11-dihydrodibenzo[a,d]cyclohepten-2-yl)propionic acid), S(=O)(Cl)Cl (thionyl chloride). Product: O=C1C2=C(CCC3=C1C=CC(=C3)C(C(=O)Cl)C)C=CC=C2 (2-(5-Oxo-10,11-dihydrodibenzo[a,d]cyclohepten-2-yl)propionyl chloride). RXN SMILES: [O:1]=[C:2]1[C:8]2[CH:9]=[CH:10][C:11]([CH:13]([CH3:17])[C:14](O)=[O:15])=[CH:12][C:7]=2[CH2:6][CH2:5][C:4]2[CH:18]=[CH:19][CH:20]=[CH:21][C:3]1=2.S(Cl)([Cl:24])=O>>[O:1]=[C:2]1[C:8]2[CH:9]=[CH:10][C:11]([CH:13]([CH3:17])[C:14]([Cl:24])=[O:15])=[CH:12][C:7]=2[CH2:6][CH2:5][C:4]2[CH:18]=[CH:19][CH:20]=[CH:21][C:3]1=2. Procedure: 2-(5-Oxo-10,11-dihydrodibenzo[a,d]cyclohepten-2-yl)propionyl chloride is obtained by heating 2-(5-oxo-10,11-dihydrodibenzo[a,d]cyclohepten-2-yl)propionic acid (28 g.) in thionyl chloride (280 cc.) for 1 hour. After cooling, the thionyl chloride is evaporated at 60°C. under reduced pressure (20 mm.Hg). 2-(5-Oxo-10,11-dihydrodibenzo[a,d]cyclohepten-2-yl)propionyl chloride (28.8 g.) is thus obtained in the form of an oil.